From a dataset of the Open Reaction Database (ORD), a public repository of structured organic reaction records. describe an organic reaction: reactants, conditions, products, and yield Reactants: CN1CCC(CC1)C1NC2=C(N3C4=C1C=CC=C4CC3)C=CC=C2 (6-(1-methylpiperidin-4-yl)-1,2,6,7-tetrahydrobenzo[b]pyrrolo[3,2,1-jk][1,4]benzodiazepine), resultant solution, N1=C(C=C(C=C1C)C)C (collidine), ClC(=O)OC(C)Cl (alpha-chloroethyl chloroformate). Run in ClCCl (dichloromethane). Conditions: temperature 50 celsius. Product: Cl.N1CCC(CC1)C1NC2=C(N3C4=C1C=CC=C4CC3)C=CC=C2 (6-(Piperidin-4-yl)-1,2,6,7-tetrahydrobenzo[b]pyrrolo[3,2,1-jk][1,4]benzodiazepine hydrochloride). As a reaction SMILES: C[N:2]1[CH2:7][CH2:6][CH:5]([CH:8]2[C:14]3[CH:15]=[CH:16][CH:17]=[C:18]4[CH2:19][CH2:20][N:12]([C:13]=34)[C:11]3[CH:21]=[CH:22][CH:23]=[CH:24][C:10]=3[NH:9]2)[CH2:4][CH2:3]1.N1C(C)=CC(C)=CC=1C.[Cl:34]C(OC(Cl)C)=O>ClCCl>[ClH:34].[NH:2]1[CH2:3][CH2:4][CH:5]([CH:8]2[C:14]3[CH:15]=[CH:16][CH:17]=[C:18]4[CH2:19][CH2:20][N:12]([C:13]=34)[C:11]3[CH:21]=[CH:22][CH:23]=[CH:24][C:10]=3[NH:9]2)[CH2:6][CH2:7]1 |f:4.5|. Procedure: To a 1 L, 3-necked round bottom flask equipped with a reflux condenser, nitrogen inlet, magnetic stirring bar and addition funnel were fed 6-(1-methylpiperidin-4-yl)-1,2,6,7-tetrahydrobenzo[b]pyrrolo[3,2,1-jk][1,4]benzodiazepine (19.3 gm), collidine (622 gm) and dichloromethane (500 ml). The mixture was heated to a gentle reflux and alpha-chloroethyl chloroformate (19 gm) was added dropwise over a period of 30 minutes at refluxing temperature. The resultant solution was refluxed for 2 hours and ... The reactants are CN(C)CC1=CC(=NC=C1)CO (4-Dimethylaminomethyl-2-hydroxymethylpyridine), S(=O)(Cl)Cl (thionyl chloride). Solvent: ClCCl (dichloromethane), ClCCl (dichoromethane). Reaction conditions: time 1 hour. The product is Cl.Cl.ClCC1=NC=CC(=C1)CN(C)C (2-chloromethyl-4-dimethylaminomethylpyridine dihydrochloride). As a reaction SMILES: [CH3:1][N:2]([CH2:4][C:5]1[CH:10]=[CH:9][N:8]=[C:7]([CH2:11]O)[CH:6]=1)[CH3:3].S(Cl)([Cl:15])=O>ClCCl>[ClH:15].[ClH:15].[Cl:15][CH2:11][C:7]1[CH:6]=[C:5]([CH2:4][N:2]([CH3:3])[CH3:1])[CH:10]=[CH:9][N:8]=1 |f:3.4.5|. Procedure details: 4-Dimethylaminomethyl-2-hydroxymethylpyridine (13.45 g) in dichloromethane (200 ml) was added dropwise to a stirred solution of thionyl chloride (30 ml) in dichoromethane (150 ml). The resulting red mixture was stirred for 1 hour then concentrated in vacuo. The residue was treated with ether (300 ml) to yield a crystalline solid. Recrystallisation from methanol/ether (1:3) yielded 2-chloromethyl-4-dimethylaminomethylpyridine dihydrochloride (20.04 g) as an orange solid m.p. 202°-204°. Reactants: C1(CCCCC1)C1=C2C=C3N(C=C4N(C5=C3C=C(C=C5)C(=O)OC)C=NN4C)C2=CC=C1 (methyl 10-cyclohexyl-1-methyl-4H-indolo[1,2-d][1,2,4]triazolo[4,3-a][1,4]benzodiazepine-7-carboxylate), [OH-].[Na+] (NaOH). Solvent: C1CCOC1 (THF), CO (MeOH). Reaction conditions: temperature 70 celsius. Yields the product C1(CCCCC1)C1=C2C=C3N(C=C4N(C5=C3C=C(C=C5)C(=O)O)C=NN4C)C2=CC=C1 (10-cyclohexyl-1-methyl-4H-indolo[1,2-d][1,2,4]triazolo[4,3-a][1,4]benzodiazepine-7-carboxylic acid). Isolated yield 78.8%. RXN SMILES: [CH:1]1([C:7]2[CH:32]=[CH:31][CH:30]=[C:29]3[C:8]=2[CH:9]=[C:10]2[C:16]4[CH:17]=[C:18]([C:21]([O:23]C)=[O:22])[CH:19]=[CH:20][C:15]=4[N:14]4[CH:25]=[N:26][N:27]([CH3:28])[C:13]4=[CH:12][N:11]23)[CH2:6][CH2:5][CH2:4][CH2:3][CH2:2]1.[OH-].[Na+]>C1COCC1.CO>[CH:1]1([C:7]2[CH:32]=[CH:31][CH:30]=[C:29]3[C:8]=2[CH:9]=[C:10]2[C:16]4[CH:17]=[C:18]([C:21]([OH:23])=[O:22])[CH:19]=[CH:20][C:15]=4[N:14]4[CH:25]=[N:26][N:27]([CH3:28])[C:13]4=[CH:12][N:11]23)[CH2:2][CH2:3][CH2:4][CH2:5][CH2:6]1 |f:1.2|. Procedure: To a solution of methyl 10-cyclohexyl-1-methyl-4H-indolo[1,2-d][1,2,4]triazolo[4,3-a][1,4]benzodiazepine-7-carboxylate (173 mg, 0.406 mmol) in THF (7 mL) and MeOH (3.5 mL), was added aq NaOH (1.0N, 1.8 mL, 1.8 mmol). The reaction mixture was heated at 70° C. for 2 h and the solvents were removed. The resulting white solid residue was washed with water, isolated by centrifuge and dried under N2 to yield 10-cyclohexyl-1-methyl-4H-indolo[1,2-d][1,2,4]triazolo[4,3-a][1,4]benzodiazepine-7-carboxylic ... RXN SMILES: [Br:11][CH2:12][CH2:13][CH2:14][Br:15].[C:16](=[O:17])([O-:18])[O-:19].[CH2:22]([C:23]([CH3:24])=[O:25])[CH3:26].[K+:20].[K+:21].[OH:1][c:2]1[cH:3][cH:4][cH:5][c:6]([N+:8]([O-:9])=[O:10])[cH:7]1>>[O:1]([c:2]1[cH:3][cH:4][cH:5][c:6]([N+:8]([O-:9])=[O:10])[cH:7]1)[CH2:14][CH2:13][CH2:12][Br:11]. The product is O=[N+]([O-])c1cccc(OCCCBr)c1. Reactants: BrCCCBr, O=C([O-])[O-], CCC(C)=O, [K+], [K+], O=[N+]([O-])c1cccc(O)c1. Reactants: C(=C)C1=CC=CC=2N3[C@@H](CCOC21)CNCC3 ((4aS)-8-vinyl-2,3,4,4a,5,6-hexahydro-1H-pyrazino[2,1-d][1,5]benzoxazepine). The reagents and catalysts are [Pd] (Pd—C). Solvent: O1CCCC1 (tetrahydrofuran). Conditions: time 16 hour. Yields the product C(C)C1=CC=CC=2N3[C@@H](CCOC21)CNCC3 ((4aS)-8-ethyl-2,3,4,4a,5,6-hexahydro-1H-pyrazino[2,1-d][1,5]benzoxazepine). Reaction SMILES: [CH:1]([C:3]1[C:13]2[O:12][CH2:11][CH2:10][C@H:9]3[CH2:14][NH:15][CH2:16][CH2:17][N:8]3[C:7]=2[CH:6]=[CH:5][CH:4]=1)=[CH2:2]>O1CCCC1.[Pd]>[CH2:1]([C:3]1[C:13]2[O:12][CH2:11][CH2:10][C@H:9]3[CH2:14][NH:15][CH2:16][CH2:17][N:8]3[C:7]=2[CH:6]=[CH:5][CH:4]=1)[CH3:2]. Procedure: To a solution of Example 237A (60.8 mg, 0.264 mmol) in tetrahydrofuran (20 mL) was added to 5% Pd—C (wet, 18.24 mg, 0.171 mmol). The solution was stirred under H2 (30 psi) for 16 hours at ambient temperature. The solution was then filtered through a nylon membrane and concentrated. Purification via HPLC (ammonium acetate method) afforded the title compound. 1H NMR (300 MHz, DMSO-d6) δ ppm 6.72-6.92 (m, 3H), 4.27-4.42 (m, 1H), 4.04-4.16 (m, 1H), 2.69-3.15 (m, 7H), 2.43-2.59 (m, 2H), 1.76-2.03 (m,... The reactants are C1CNCCN1, C1CCOC1, BrCCOc1ccccc1. The product is c1ccc(OCCN2CCNCC2)cc1. Reaction SMILES: [CH2:1]1[CH2:2][NH:3][CH2:4][CH2:5][NH:6]1.[O:17]1[CH2:18][CH2:19][CH2:20][CH2:21]1.[O:7]([c:8]1[cH:9][cH:10][cH:11][cH:12][cH:13]1)[CH2:14][CH2:15][Br:16]>>[CH2:1]1[CH2:2][N:3]([CH2:15][CH2:14][O:7][c:8]2[cH:9][cH:10][cH:11][cH:12][cH:13]2)[CH2:4][CH2:5][NH:6]1. The reactants are CCOc1cc(C(C)(C)C)ncc1C1=NC(C)(c2ccc(Cl)cc2)C(C)(c2ccc(Cl)cc2)N1C(=O)N1CCC(CC(=O)O)CC1, CCCNCCC. The product is CCCN(CCC)C(=O)CC1CCN(C(=O)N2C(c3cnc(C(C)(C)C)cc3OCC)=NC(C)(c3ccc(Cl)cc3)C2(C)c2ccc(Cl)cc2)CC1. Reaction SMILES: [C:1]([CH3:2])([CH3:3])([CH3:4])[c:5]1[cH:6][c:7]([O:44][CH2:45][CH3:46])[c:8]([C:11]2=[N:15][C:14]([CH3:16])([c:17]3[cH:18][cH:19][c:20]([Cl:23])[cH:21][cH:22]3)[C:13]([CH3:24])([c:25]3[cH:26][cH:27][c:28]([Cl:31])[cH:29][cH:30]3)[N:12]2[C:32](=[O:33])[N:34]2[CH2:35][CH2:36][CH:37]([CH2:40][C:41](=[O:42])[OH:43])[CH2:38][CH2:39]2)[cH:9][n:10]1.[CH2:47]([CH2:48][CH3:49])[NH:50][CH2:51][CH2:52][CH3:53]>>[C:1]([CH3:2])([CH3:3])([CH3:4])[c:5]1[cH:6][c:7]([O:44][CH2:45][CH3:46])[c:8]([C:11]2=[N:15][C:14]([CH3:16])([c:17]3[cH:18][cH:19][c:20]([Cl:23])[cH:21][cH:22]3)[C:13]([CH3:24])([c:25]3[cH:26][cH:27][c:28]([Cl:31])[cH:29][cH:30]3)[N:12]2[C:32](=[O:33])[N:34]2[CH2:35][CH2:36][CH:37]([CH2:40][C:41](=[O:42])[N:50]([CH2:47][CH2:48][CH3:49])[CH2:51][CH2:52][CH3:53])[CH2:38][CH2:39]2)[cH:9][n:10]1.